Dataset: the Open Reaction Database (ORD), a public repository of structured organic reaction records. Task: describe an organic reaction: reactants, conditions, products, and yield Starting materials: ON=C(CCC)N (N′-hydroxybutanimidamide), O1C(=CC=C1)C=1OC(=C(N1)COC1=C(C=C(COC2=NN(C=C2/C=C/C(=O)O)C2=CC=CC=C2)C=C1)OC)C ((2E)-3-{3-[(4-{[2-(2-furyl)-5-methyl-1,3-oxazol-4-yl]methoxy}-3-methoxybenzyl)oxy]-1-phenyl-1H-pyrazol-4-yl}-2-propenoic acid), CN1CCOCC1 (4-methylmorpholine), Cl.C(C)N=C=NCCCN(C)C (1-ethyl-3-(3-dimethylaminopropyl)carbodiimide hydrochloride), O.ON1N=NC2=C1C=CC=C2 (1-hydroxybenzotriazole monohydrate). The solvent is O (Water), CN(C=O)C (N,N-dimethylformamide). Reaction conditions: time 30 minute. Yields the product O1C(=CC=C1)C=1OC(=C(N1)COC1=C(C=C(COC2=NN(C=C2/C=C/C2=NC(=NO2)CCC)C2=CC=CC=C2)C=C1)OC)C (5-((E)-2-{3-[(4-{[2-(2-furyl)-5-methyl-1,3-oxazol-4-yl]methoxy}-3-methoxybenzyl)oxy]-1-phenyl-1H-pyrazol-4-yl}ethenyl)-3-propyl-1,2,4-oxadiazole). Yield: 17.8%. RXN SMILES: [O:1]1[CH:5]=[CH:4][CH:3]=[C:2]1[C:6]1[O:7][C:8]([CH3:39])=[C:9]([CH2:11][O:12][C:13]2[CH:36]=[CH:35][C:16]([CH2:17][O:18][C:19]3[C:23](/[CH:24]=[CH:25]/[C:26](O)=[O:27])=[CH:22][N:21]([C:29]4[CH:34]=[CH:33][CH:32]=[CH:31][CH:30]=4)[N:20]=3)=[CH:15][C:14]=2[O:37][CH3:38])[N:10]=1.CN1CCOCC1.Cl.C(N=C=NCCCN(C)C)C.O.ON1C2C=CC=CC=2N=N1.O[N:71]=[C:72]([NH2:76])[CH2:73][CH2:74][CH3:75]>O.CN(C)C=O>[O:1]1[CH:5]=[CH:4][CH:3]=[C:2]1[C:6]1[O:7][C:8]([CH3:39])=[C:9]([CH2:11][O:12][C:13]2[CH:36]=[CH:35][C:16]([CH2:17][O:18][C:19]3[C:23](/[CH:24]=[CH:25]/[C:26]4[O:27][N:76]=[C:72]([CH2:73][CH2:74][CH3:75])[N:71]=4)=[CH:22][N:21]([C:29]4[CH:30]=[CH:31][CH:32]=[CH:33][CH:34]=4)[N:20]=3)=[CH:15][C:14]=2[O:37][CH3:38])[N:10]=1 |f:2.3,4.5|. Procedure: A mixture of (2E)-3-{3-[(4-{[2-(2-furyl)-5-methyl-1,3-oxazol-4-yl]methoxy}-3-methoxybenzyl)oxy]-1-phenyl-1H-pyrazol-4-yl}-2-propenoic acid (0.60 g), 4-methylmorpholine (0.28 g), 1-ethyl-3-(3-dimethylaminopropyl)carbodiimide hydrochloride (0.21 g), 1-hydroxybenzotriazole monohydrate (0.17 g) and N,N-dimethylformamide (30 mL) was stirred at room temperature for 30 min, N′-hydroxybutanimidamide (0.14 g) was added, and the mixture was further stirred at room temperature for 15 hrs. Water was added t... Starting materials: O=C([O-])[O-], CN(C)C=O, Clc1ccc2nccn2n1, [K+], [K+], COC(=O)c1ccccc1S. Yields the product COC(=O)c1ccccc1Sc1ccc2nccn2n1. RXN SMILES: [C:22](=[O:23])([O-:24])[O-:25].[CH3:28][N:29]([CH3:30])[CH:31]=[O:32].[Cl:1][c:2]1[cH:3][cH:4][c:5]2[n:6]([n:7]1)[cH:8][cH:9][n:10]2.[K+:26].[K+:27].[SH:11][c:12]1[c:13]([C:14](=[O:15])[O:16][CH3:17])[cH:18][cH:19][cH:20][cH:21]1>>[c:2]1([S:11][c:12]2[c:13]([C:14](=[O:15])[O:16][CH3:17])[cH:18][cH:19][cH:20][cH:21]2)[cH:3][cH:4][c:5]2[n:6]([n:7]1)[cH:8][cH:9][n:10]2. The reactants are BrC=1N=C2C(=NC1)N(C=C2C(=O)NC(C)(C)C)COCC[Si](C)(C)C (2-bromo-N-tert-butyl-5-((2-(trimethylsilyl)ethoxy)methyl)-5H-pyrrolo[2,3-b]pyrazine-7-carboxamide), NC1=CC=C(C=C1)C (p-toluidine), C=1C=CC(=CC1)P(C=2C=CC=CC2)C3=CC=C4C=CC=CC4=C3C5=C6C=CC=CC6=CC=C5P(C=7C=CC=CC7)C=8C=CC=CC8 (BINAP), CC(C)([O-])C.[Na+] (sodium tert-butoxide). The reagents and catalysts are C(C)(=O)[O-].[Pd+2].C(C)(=O)[O-] (palladium (II) acetate). Solvent: O (water), CN(C)C=O (DMF), C1(=CC=CC=C1)C (toluene). Conditions: temperature 140 celsius. The product is C(C)(C)(C)NC(=O)C1=CN(C2=NC=C(N=C21)NC2=CC=C(C=C2)C)COCC[Si](C)(C)C (N-tert-butyl-2-(p-tolylamino)-5-((2-(trimethylsilyl)ethoxy)methyl)-5H-pyrrolo[2,3-b]pyrazine-7-carboxamide). The yield is 33.0%. Reaction SMILES: Br[C:2]1[N:3]=[C:4]2[C:10]([C:11]([NH:13][C:14]([CH3:17])([CH3:16])[CH3:15])=[O:12])=[CH:9][N:8]([CH2:18][O:19][CH2:20][CH2:21][Si:22]([CH3:25])([CH3:24])[CH3:23])[C:5]2=[N:6][CH:7]=1.[NH2:26][C:27]1[CH:32]=[CH:31][C:30]([CH3:33])=[CH:29][CH:28]=1.C1C=CC(P(C2C(C3C(P(C4C=CC=CC=4)C4C=CC=CC=4)=CC=C4C=3C=CC=C4)=C3C(C=CC=C3)=CC=2)C2C=CC=CC=2)=CC=1.CC(C)([O-])C.[Na+]>CN(C=O)C.C1(C)C=CC=CC=1.O.C([O-])(=O)C.[Pd+2].C([O-])(=O)C>[C:14]([NH:13][C:11]([C:10]1[C:4]2[C:5](=[N:6][CH:7]=[C:2]([NH:26][C:27]3[CH:32]=[CH:31][C:30]([CH3:33])=[CH:29][CH:28]=3)[N:3]=2)[N:8]([CH2:18][O:19][CH2:20][CH2:21][Si:22]([CH3:25])([CH3:24])[CH3:23])[CH:9]=1)=[O:12])([CH3:17])([CH3:16])[CH3:15] |f:3.4,8.9.10|. Procedure details: A mixture of 2-bromo-N-tert-butyl-5-((2-(trimethylsilyl)ethoxy)methyl)-5H-pyrrolo[2,3-b]pyrazine-7-carboxamide (150 mg, 351 μmol), p-toluidine (56.4 mg, 526 μmol), BINAP (10.9 mg, 17.5 μmol), palladium (II) acetate (19.7 mg, 87.7 μmol) and sodium tert-butoxide (84.3 mg, 877 μmol) in DMF (1 mL) and toluene (500 μL) was heated in a microwave at 140° C. for 20 min. The reaction mixture was diluted with water then extracted into ethyl acetate (3×). The combined organic extracts were washed with brin... The reactants are Cc1cccc(C)c1N(C)C(=N)NC(=O)NC(C)(C)C, Cl. Yields the product Cc1cccc(C)c1N(C)C(=N)NC(N)=O. Reaction SMILES: [CH3:1][c:2]1[c:3]([N:9]([C:10](=[NH:11])[NH:12][C:13](=[O:14])[NH:15][C:16]([CH3:17])([CH3:18])[CH3:19])[CH3:20])[c:4]([CH3:8])[cH:5][cH:6][cH:7]1.[ClH:21]>>[CH3:1][c:2]1[c:3]([N:9]([C:10](=[NH:11])[NH:12][C:13](=[O:14])[NH2:15])[CH3:20])[c:4]([CH3:8])[cH:5][cH:6][cH:7]1. Reactants: BrCC1=CC=C(C=C1)C1=CC=CC=C1 (4-bromomethyl-biphenyl), BrCC1=CC=C(C=C1)C1=CC=CC=C1 (4-bromomethyl-biphenyl), C(CCC)[Li] (n-butyl lithium), C(CC(=O)C)(=O)OC(C)(C)C (t-butyl acetoaceate), [H-].[Na+] (sodium hydride), Cl (Hydrochloric acid). The solvent is O1CCCC1 (tetrahydrofuran), O1CCCC1 (tetrahydrofuran), O1CCCC1 (tetrahydrofuran). Conditions: time 10 minute. The product is C(C)(C)(C)OC(CC(CCC1=CC=C(C=C1)C1=CC=CC=C1)=O)=O (5-Biphenyl-4-yl-3-oxo-pentanoic acid tert-butyl ester). Isolated yield 38.0%. RXN SMILES: [C:1]([O:7][C:8]([CH3:11])([CH3:10])[CH3:9])(=[O:6])[CH2:2][C:3]([CH3:5])=[O:4].[H-].[Na+].C([Li])CCC.Br[CH2:20][C:21]1[CH:26]=[CH:25][C:24]([C:27]2[CH:32]=[CH:31][CH:30]=[CH:29][CH:28]=2)=[CH:23][CH:22]=1.Cl>O1CCCC1>[C:8]([O:7][C:1](=[O:6])[CH2:2][C:3](=[O:4])[CH2:5][CH2:20][C:21]1[CH:26]=[CH:25][C:24]([C:27]2[CH:28]=[CH:29][CH:30]=[CH:31][CH:32]=2)=[CH:23][CH:22]=1)([CH3:11])([CH3:10])[CH3:9] |f:1.2|. Procedure: A solution of t-butyl acetoaceate (1.84 mL, 11.1 mmol) in tetrahydrofuran (20 mL) was added to a stirred suspension of sodium hydride (488 mg, 12.2 mmol) in tetrahydrofuran (10 mL) at 0° C. under nitrogen. After stirring for 10 minutes n-butyl lithium (1.6 M in hexanes; 7.3 mL, 11.6 mmol) was added dropwise over 2 minutes then stirring was continued for a further 10 minutes. A solution of 4-bromomethyl-biphenyl (Intermediate 1, 3.00 g, 12.2 mmol) in tetrahydrofuran (6 mL) was added dropwise over... The reactants are N(=NC(=O)OCC)C(=O)OCC (diethyl azodicarboxylate), ClC1=C2NC=NC2=NC=N1 (6-chloropurine), [Si](C1=CC=CC=C1)(C1=CC=CC=C1)(C(C)(C)C)OCC(/C=C/P(OC(C)C)(OC(C)C)=O)CO (diisopropyl (E)-3-(t-butyldiphenylsilyloxy)methyl-4-hydroxybut-1-enylphosphonate), C1(=CC=CC=C1)P(C1=CC=CC=C1)C1=CC=CC=C1 (triphenyl phosphine). The solvent is CN(C=O)C (N,N-dimethylformamide). Reaction conditions: time 16 hour. The product is [Si](C1=CC=CC=C1)(C1=CC=CC=C1)(C(C)(C)C)OCC(CN1C2=NC=NC(=C2N=C1)Cl)\C=C\P(=O)(OC(C)C)OC(C)C ((E)-9-[2-(t-butyldiphenylsilyloxy) methyl-4-(diisopropoxyphosphoryl)but-3-enyl]-6-chloropurine). Yield: 27.8%. RXN SMILES: [Cl:1][C:2]1[N:10]=[CH:9][N:8]=[C:7]2[C:3]=1[NH:4][CH:5]=[N:6]2.[Si:11]([O:28][CH2:29][CH:30]([CH2:43]O)/[CH:31]=[CH:32]/[P:33](=[O:42])([O:38][CH:39]([CH3:41])[CH3:40])[O:34][CH:35]([CH3:37])[CH3:36])([C:24]([CH3:27])([CH3:26])[CH3:25])([C:18]1[CH:23]=[CH:22][CH:21]=[CH:20][CH:19]=1)[C:12]1[CH:17]=[CH:16][CH:15]=[CH:14][CH:13]=1.C1(P(C2C=CC=CC=2)C2C=CC=CC=2)C=CC=CC=1.N(C(OCC)=O)=NC(OCC)=O>CN(C)C=O>[Si:11]([O:28][CH2:29][CH:30](/[CH:31]=[CH:32]/[P:33]([O:38][CH:39]([CH3:41])[CH3:40])([O:34][CH:35]([CH3:36])[CH3:37])=[O:42])[CH2:43][N:6]1[CH:5]=[N:4][C:3]2[C:7]1=[N:8][CH:9]=[N:10][C:2]=2[Cl:1])([C:24]([CH3:27])([CH3:26])[CH3:25])([C:18]1[CH:23]=[CH:22][CH:21]=[CH:20][CH:19]=1)[C:12]1[CH:13]=[CH:14][CH:15]=[CH:16][CH:17]=1. Procedure details: To a solution of 6-chloropurine (213 mg, 1.37 mmol), diisopropyl (E)-3-(t-butyldiphenylsilyloxy)methyl-4-hydroxybut-1-enylphosphonate (694 mg, 1.37 mmol) and triphenyl phosphine (540 mg, 2.06 mmol) in N,N-dimethylformamide (22 ml) stirred at 0° C. under dry nitrogen was added diethyl azodicarboxylate (358 mg, 2.06 mmol). The solution was stirred at room temperature for 16 h. The solvent was removed and the residue purified by column chromatography on silica gel eluting with acetone-hexane (1:4, ... Yields the product ClC1=CC=C(C=C1)N(CC1=CC=CC=C1)CC1=CC=C(OC(C(=O)OCC)(C)C)C=C1 (ethyl 2-[4-{N-(4-chlorophenyl)-N-benzylaminomethyl}phenoxy]-2-methylpropionate). Reported procedure: 3.47 g of benzyl bromide is added dropwise to a mixture of 6 g of ethyl 2-[4-(4-chloroanilinomethyl)phenoxy]-2-methylpropionate hydrochloride, 3.24 g of potassium carbonate and 90 ml of dimethylformamide, and the resulting mixture is stirred at 60° C. for 3 hours. The reaction mixture is poured into 300 ml of ice-water and is extracted three times with 100 ml of ethyl acetate and twice with 50 ml of the same. The extract is washed with a saturated aqueous solution of sodium chloride and then dri... Isolated yield 83.4%. The solvent is CN(C=O)C (dimethylformamide). Run at temperature 60 celsius, time 3 hour. Reactants: ice water, C(C1=CC=CC=C1)Br (benzyl bromide), Cl.ClC1=CC=C(NCC2=CC=C(OC(C(=O)OCC)(C)C)C=C2)C=C1 (ethyl 2-[4-(4-chloroanilinomethyl)phenoxy]-2-methylpropionate hydrochloride), C([O-])([O-])=O.[K+].[K+] (potassium carbonate). As a reaction SMILES: [CH2:1](Br)[C:2]1[CH:7]=[CH:6][CH:5]=[CH:4][CH:3]=1.Cl.[Cl:10][C:11]1[CH:33]=[CH:32][C:14]([NH:15][CH2:16][C:17]2[CH:31]=[CH:30][C:20]([O:21][C:22]([CH3:29])([CH3:28])[C:23]([O:25][CH2:26][CH3:27])=[O:24])=[CH:19][CH:18]=2)=[CH:13][CH:12]=1.C(=O)([O-])[O-].[K+].[K+]>CN(C)C=O>[Cl:10][C:11]1[CH:12]=[CH:13][C:14]([N:15]([CH2:16][C:17]2[CH:18]=[CH:19][C:20]([O:21][C:22]([CH3:28])([CH3:29])[C:23]([O:25][CH2:26][CH3:27])=[O:24])=[CH:30][CH:31]=2)[CH2:1][C:2]2[CH:7]=[CH:6][CH:5]=[CH:4][CH:3]=2)=[CH:32][CH:33]=1 |f:1.2,3.4.5|.